Dataset: the Open Reaction Database (ORD), a public repository of structured organic reaction records. Task: describe an organic reaction: reactants, conditions, products, and yield As a reaction SMILES: [Br:1][C:2]1[CH:3]=[C:4]([C:8]2[C:17]([CH:18]=[O:19])=[C:11]3[CH:12]=[CH:13][CH:14]=[C:15]([Cl:16])[N:10]3[N:9]=2)[CH:5]=[CH:6][CH:7]=1.[C:20]([Mg]Br)#[CH:21]>>[Br:1][C:2]1[CH:3]=[C:4]([C:8]2[C:17]([CH:18]([OH:19])[C:20]#[CH:21])=[C:11]3[CH:12]=[CH:13][CH:14]=[C:15]([Cl:16])[N:10]3[N:9]=2)[CH:5]=[CH:6][CH:7]=1. Procedure: In a similar manner as described in Example 46 from 2-(3-bromophenyl)-7-chloropyrazolo[1,5-a]pyridine-3-carbaldehyde (1.0 g, 2.9 mmol) and ethynylmagnesium bromide (6.4 mL, 0.5 M in tetrahydrofuran, 3.2 mmol) at 0 ° C., was obtained 1-[2-(3-bromophenyl)-7-chloropyrazolo[1,5-a]pyridin-3-yl]-2-propyn-1-ol (0.68 g, 68%) as a white solid. 1H NMR (DMSO-d6): δ 8.04 (m, 2 H), 7.87 (d, 1 H), 7.67 (d, 1 H), 7.49 (t, 1 H), 7.38–7.29 (m, 2 H), 6.27 (bs, 1 H), 5.69 (s, 1 H), 3.49 (d, 1 H). Yields the product BrC=1C=C(C=CC1)C1=NN2C(C=CC=C2Cl)=C1C(C#C)O (1-[2-(3-bromophenyl)-7-chloropyrazolo[1,5-a]pyridin-3-yl]-2-propyn-1-ol). Isolated yield 64.8%. Reactants: BrC=1C=C(C=CC1)C1=NN2C(C=CC=C2Cl)=C1C=O (2-(3-bromophenyl)-7-chloropyrazolo[1,5-a]pyridine-3-carbaldehyde), C(#C)[Mg]Br (ethynylmagnesium bromide). Starting materials: ClCCl, N#CCCl, Nc1ccc(Cl)cc1Cl, O. Yields the product N#CCNc1ccc(Cl)cc1Cl. Reaction SMILES: [Cl:15][CH2:16][Cl:17].[Cl:1][CH2:2][C:3]#[N:4].[NH2:5][c:6]1[cH:7][cH:8][c:9]([Cl:10])[cH:11][c:12]1[Cl:13].[OH2:14]>>[CH2:2]([C:3]#[N:4])[NH:5][c:6]1[cH:7][cH:8][c:9]([Cl:10])[cH:11][c:12]1[Cl:13]. Reaction SMILES: [Br:17][CH2:18][c:19]1[cH:20][cH:21][c:22]([S:25](=[O:26])(=[O:27])[Cl:28])[cH:23][cH:24]1.[C:3]([CH3:4])([CH3:5])([CH3:6])[O:7][C:8]([CH:9]=[CH:10][c:11]1[cH:12][nH:13][cH:14][cH:15]1)=[O:16].[CH2:30]1[O:31][CH2:32][CH2:33][CH2:34]1.[H-:1].[Na+:2].[OH2:29]>>[C:3]([CH3:4])([CH3:5])([CH3:6])[O:7][C:8]([CH:9]=[CH:10][c:11]1[cH:12][n:13]([S:25]([c:22]2[cH:21][cH:20][c:19]([CH2:18][Br:17])[cH:24][cH:23]2)(=[O:26])=[O:27])[cH:14][cH:15]1)=[O:16]. Product: CC(C)(C)OC(=O)C=Cc1ccn(S(=O)(=O)c2ccc(CBr)cc2)c1. Starting materials: O=S(=O)(Cl)c1ccc(CBr)cc1, CC(C)(C)OC(=O)C=Cc1cc[nH]c1, C1CCOC1, [H-], [Na+], O. Starting materials: O=C1CCC(=O)N1Br, CC(=O)OC(C)=O, CSc1cc(C)[nH]c(=O)n1, CC(=O)O, [Na+], O, O=S([O-])O. The product is CSc1nc(=O)[nH]c(C)c1Br. Reaction SMILES: [Br:18][N:19]1[C:20](=[O:21])[CH2:22][CH2:23][C:24]1=[O:25].[CH3:11][C:12]([O:13][C:14](=[O:15])[CH3:16])=[O:17].[CH3:1][S:2][c:3]1[n:4][c:5](=[O:10])[nH:6][c:7]([CH3:9])[cH:8]1.[CH3:31][C:32](=[O:33])[OH:34].[Na+:30].[OH2:35].[S:26](=[O:27])([OH:28])[O-:29]>>[CH3:1][S:2][c:3]1[n:4][c:5](=[O:10])[nH:6][c:7]([CH3:9])[c:8]1[Br:18]. Starting materials: CCOC(=O)CCc1cc(CCNC(=O)OC(C)(C)C)cc(Cc2cccnc2)c1, ClCCl, O=C(O)C(F)(F)F. The product is CCOC(=O)CCc1cc(CCN)cc(Cc2cccnc2)c1. RXN SMILES: [C:1]([O:2][C:3](=[O:4])[NH:8][CH2:9][CH2:10][c:11]1[cH:12][c:13]([CH2:24][CH2:25][C:26](=[O:27])[O:28][CH2:29][CH3:30])[cH:14][c:15]([CH2:17][c:18]2[cH:19][n:20][cH:21][cH:22][cH:23]2)[cH:16]1)([CH3:5])([CH3:6])[CH3:7].[Cl:38][CH2:39][Cl:40].[OH:31][C:32]([C:33]([F:34])([F:35])[F:36])=[O:37]>>[NH2:8][CH2:9][CH2:10][c:11]1[cH:12][c:13]([CH2:24][CH2:25][C:26](=[O:27])[O:28][CH2:29][CH3:30])[cH:14][c:15]([CH2:17][c:18]2[cH:19][n:20][cH:21][cH:22][cH:23]2)[cH:16]1. Isolated yield 57.0%. The solvent is CO (methanol). Procedure details: 0.90 g of the 6-imidazo[1,2-a]pyridinecarbaldehyde prepared in the Preparative Example 5 was dissolved in 20 ml of methanol. The obtained solution was stirred under cooling with ice, followed by the addition of 90 mg of sodium borohydride. The obtained mixture was stirred for 50 minutes, followed by the addition of water. The obtained mixture was extracted with chloroform. The organic phase was dried over anhydrous magnesium sulfate and distilled to remove the solvent. The obtained residue was p... The reactants are ClCCl.CO (dichloromethane methanol), O (water), N=1C=CN2C1C=CC(=C2)C=O (6-imidazo[1,2-a]pyridinecarbaldehyde), [BH4-].[Na+] (sodium borohydride). Yields the product N=1C=CN2C1C=CC(=C2)CO ((Imidazo[1,2-a]pyridin-6-yl)methanol), solid. RXN SMILES: [N:1]1[CH:2]=[CH:3][N:4]2[CH:9]=[C:8]([CH:10]=[O:11])[CH:7]=[CH:6][C:5]=12.[BH4-].[Na+].O.ClCCl.CO>CO>[N:1]1[CH:2]=[CH:3][N:4]2[CH:9]=[C:8]([CH2:10][OH:11])[CH:7]=[CH:6][C:5]=12 |f:1.2,4.5|.